Dataset: the Open Reaction Database (ORD), a public repository of structured organic reaction records. Task: describe an organic reaction: reactants, conditions, products, and yield Reactants: [O-]S(=O)S(=O)[O-].[Na+].[Na+] (Na2S2O4), BrC=1C(=C(C(=NC1)N)[N+](=O)[O-])N1CCN(CC1)CC1=CN=CS1 (5-bromo-3-nitro-4-(4-(thiazol-5-ylmethyl)piperazin-1-yl)pyridin-2-amine), CCO (EtOH), O1CCN(CC1)CC1=CC=C(C=O)C=C1 (4-(morpholinomethyl)-benzaldehyde). The reagents and catalysts are N (NH3). Run in C(Cl)Cl (DCM), CN(C)C=O (DMF). Conditions: temperature 85 celsius. Yields the product BrC=1C(=C2C(=NC1)NC(=N2)C2=CC=C(CN1CCOCC1)C=C2)N2CCN(CC2)CC2=CN=CS2 (4-(4-(6-Bromo-7-(4-(thiazol-5-ylmethyl)piperazin-1-yl)-3H-imidazo[4,5-b]pyridin-2-yl)benzyl)morpholine). RXN SMILES: [Br:1][C:2]1[C:3]([N:12]2[CH2:17][CH2:16][N:15]([CH2:18][C:19]3[S:23][CH:22]=[N:21][CH:20]=3)[CH2:14][CH2:13]2)=[C:4]([N+:9]([O-])=O)[C:5]([NH2:8])=[N:6][CH:7]=1.CCO.[O:27]1[CH2:32][CH2:31][N:30]([CH2:33][C:34]2[CH:41]=[CH:40][C:37]([CH:38]=O)=[CH:36][CH:35]=2)[CH2:29][CH2:28]1.[O-]S(S([O-])=O)=O.[Na+].[Na+]>C(Cl)Cl.N.CN(C=O)C>[Br:1][C:2]1[C:3]([N:12]2[CH2:17][CH2:16][N:15]([CH2:18][C:19]3[S:23][CH:22]=[N:21][CH:20]=3)[CH2:14][CH2:13]2)=[C:4]2[N:9]=[C:38]([C:37]3[CH:36]=[CH:35][C:34]([CH2:33][N:30]4[CH2:31][CH2:32][O:27][CH2:28][CH2:29]4)=[CH:41][CH:40]=3)[NH:8][C:5]2=[N:6][CH:7]=1 |f:3.4.5|. Procedure details: To a mixture of 5-bromo-3-nitro-4-(4-(thiazol-5-ylmethyl)piperazin-1-yl)pyridin-2-amine (0.030 g, 0.076 mmol, 1 eq), EtOH (1.95 mL) and DMF (0.29 mL), 4-(morpholinomethyl)-benzaldehyde (0.017 g, 0.083 mmol, 1.1 eq) was added followed by a freshly prepared aqueous solution of Na2S2O4 (1M; 0.23 mL, 0.23 mmol). The reaction mixture was heated at 85° C. for 24 h, then allowed to cool to room temperature and diluted with DCM and a few drops of aqueous NH3 until complete dissolution was observed. This...